Dataset: the Open Reaction Database (ORD), a public repository of structured organic reaction records. Task: describe an organic reaction: reactants, conditions, products, and yield The reactants are O=C1[C@H](CNC2=C(N1)C(=CC(=C2)C)C)NC(=O)OC(C)(C)C (2-Oxo-(3S)-3-tert-butoxycarbonylamino-2,3,4,5-tetrahydro-7,9-dimethyl-1H-1,5-benzodiazepine), C(C)(C)(C)OC(=O)N[C@H](C(=O)O)CNC1=C(C(=CC(=C1)C)C)N ((2S)-2-tert-butoxycarbonylamino-3-(2-amino-3,5-dimethylphenyl-amino)-propionic acid), CN1CCOCC1 (N-methylmorpholine), C(C(C)C)OC(=O)Cl (isobutylchloroformate). The solvent is C1CCOC1 (THF), CCOC(=O)C (EtOAc). Reaction conditions: temperature 0 celsius, time 1 hour. Product: C(C1=CC=CC=C1)OC(CN1C([C@H](CNC2=C1C(=CC(=C2)C)C)NC(=O)OC(C)(C)C)=O)=O ((3S)-2-Oxo3-tert-butoxycarbonylamino-2,3,4,5-tetrahydro-7,9-dimethyl-1H-1,5-benzodiazepine-1-acetic acid benzyl ester). Isolated yield 68.0%. As a reaction SMILES: [O:1]=[C:2]1[NH:8][C:7]2[C:9]([CH3:14])=[CH:10][C:11]([CH3:13])=[CH:12][C:6]=2[NH:5][CH2:4][C@@H:3]1[NH:15][C:16]([O:18][C:19]([CH3:22])([CH3:21])[CH3:20])=[O:17].C(OC(N[C@@H](CN[C:37]1[CH:42]=[C:41](C)[CH:40]=[C:39]([CH3:44])[C:38]=1N)C(O)=O)=O)(C)(C)C.CN1[CH2:52][CH2:51][O:50]CC1.C([O:57]C(Cl)=O)C(C)C>C1COCC1.CCOC(C)=O>[CH2:44]([O:50][C:51](=[O:57])[CH2:52][N:8]1[C:7]2[C:9]([CH3:14])=[CH:10][C:11]([CH3:13])=[CH:12][C:6]=2[NH:5][CH2:4][C@H:3]([NH:15][C:16]([O:18][C:19]([CH3:22])([CH3:21])[CH3:20])=[O:17])[C:2]1=[O:1])[C:39]1[CH:38]=[CH:37][CH:42]=[CH:41][CH:40]=1. Procedure details: 2-Oxo-(3S)-3-tert-butoxycarbonylamino-2,3,4,5-tetrahydro-7,9-dimethyl-1H-1,5-benzodiazepine. A 0° C. solution of (2S)-2-tert-butoxycarbonylamino-3-(2-amino-3,5-dimethylphenyl-amino)-propionic acid (763 mg, 2.36 mmol) and N-methylmorpholine (483 mg, 4.78 mmol) in 60 ml of anhydrous THF was treated dropwise with isobutylchloroformate (352 mg, 2.5 mmol). The reaction was stirred for 2 h at 0° C., at RT for 1 h and poured over EtOAc. The mixture was washed with aq. 5% NaHSO4, sat. aq. NaHCO3, and sa... Product: COCCC(=O)NC1CCC(CCN2CCN(c3nccc4c3OCC4)CC2)CC1. Reaction SMILES: [CH3:28][O:29][CH2:30][CH2:31][C:32](=[O:33])[OH:34].[ClH:1].[ClH:2].[ClH:3].[O:4]1[CH2:5][CH2:6][c:7]2[c:8]1[c:9]([N:13]1[CH2:14][CH2:15][N:16]([CH2:19][CH2:20][CH:21]3[CH2:22][CH2:23][CH:24]([NH2:27])[CH2:25][CH2:26]3)[CH2:17][CH2:18]1)[n:10][cH:11][cH:12]2>>[O:4]1[CH2:5][CH2:6][c:7]2[c:8]1[c:9]([N:13]1[CH2:14][CH2:15][N:16]([CH2:19][CH2:20][CH:21]3[CH2:22][CH2:23][CH:24]([NH:27][C:32]([CH2:31][CH2:30][O:29][CH3:28])=[O:33])[CH2:25][CH2:26]3)[CH2:17][CH2:18]1)[n:10][cH:11][cH:12]2. The reactants are COCCC(=O)O, Cl, Cl, Cl, NC1CCC(CCN2CCN(c3nccc4c3OCC4)CC2)CC1. Starting materials: CCC1CCC(C2CCC(C(=O)O)CC2)CC1, O=S(Cl)Cl. Yields the product CCC1CCC(C2CCC(C(=O)O)CC2)CC1, [Cl-]. Reaction SMILES: [CH2:1]([CH3:2])[CH:3]1[CH2:4][CH2:5][CH:6]([CH:9]2[CH2:10][CH2:11][CH:12]([C:15](=[O:16])[OH:17])[CH2:13][CH2:14]2)[CH2:7][CH2:8]1.[S:18]([Cl:19])([Cl:20])=[O:21]>>[CH2:1]([CH3:2])[CH:3]1[CH2:4][CH2:5][CH:6]([CH:9]2[CH2:10][CH2:11][CH:12]([C:15](=[O:16])[OH:17])[CH2:13][CH2:14]2)[CH2:7][CH2:8]1.[Cl-:20]. Reactants: CCCCO, CCN(C(C)C)C(C)C, [Cl-], [Cl-], Nc1cc(Cl)ncn1, Cl, O=S1(=O)CCC([NH+]2CC[NH2+]CC2)C1. Product: Nc1cc(N2CCN(C3CCS(=O)(=O)C3)CC2)ncn1. As a reaction SMILES: [CH2:34]([OH:35])[CH2:36][CH2:37][CH3:38].[CH:9]([N:10]([CH2:11][CH3:12])[CH:13]([CH3:14])[CH3:15])([CH3:16])[CH3:17].[Cl-:18].[Cl-:19].[Cl:1][c:2]1[cH:3][c:4]([NH2:8])[n:5][cH:6][n:7]1.[ClH:33].[O:20]=[S:21]1(=[O:32])[CH2:22][CH:23]([NH+:26]2[CH2:27][CH2:28][NH2+:29][CH2:30][CH2:31]2)[CH2:24][CH2:25]1>>[c:2]1([N:29]2[CH2:28][CH2:27][N:26]([CH:23]3[CH2:22][S:21](=[O:20])(=[O:32])[CH2:25][CH2:24]3)[CH2:31][CH2:30]2)[cH:3][c:4]([NH2:8])[n:5][cH:6][n:7]1. The solvent is ClCCl (dichloromethane). As a reaction SMILES: [C:1]([C:3]1[C:4]([F:15])=[CH:5][C:6]([O:11][CH2:12][O:13][CH3:14])=[C:7]([CH:10]=1)[CH2:8][OH:9])#[N:2]>ClCCl.[O-2].[O-2].[Mn+4]>[C:1]([C:3]1[C:4]([F:15])=[CH:5][C:6]([O:11][CH2:12][O:13][CH3:14])=[C:7]([CH:10]=1)[CH:8]=[O:9])#[N:2] |f:2.3.4|. Yields the product C(#N)C=1C(=CC(=C(C=O)C1)OCOC)F (5-cyano-4-fluoro-2-methoxymethoxybenzaldehyde). Reagents/catalysts: [O-2].[O-2].[Mn+4] (manganese dioxide). Reactants: C(#N)C=1C(=CC(=C(CO)C1)OCOC)F (5-cyano-4-fluoro-2-methoxymethoxybenzyl alcohol). Reported procedure: To a solution of 5-cyano-4-fluoro-2-methoxymethoxybenzyl alcohol (10.0 g) in dichloromethane (500 ml) was added activated manganese dioxide (31.4 g). The mixture was stirred overnight at room temperature, and filtered through celite to remove manganese dioxide. The filtrate was condensed under reduced pressure to give a solid, which was washed with hexane to yield 5-cyano-4-fluoro-2-methoxymethoxybenzaldehyde (8.01 g) (Compound B-50). The physical properties was shown in Table 8. Yield: 80.9%. Reaction conditions: time 8 hour. Reactants: C[Si](C)(C)[N-][Si](C)(C)C, CCOCC, COc1cc2c(Cl)ncnc2cc1OCCCN1CCOCC1, COC(C)(C)C#Cc1cc(Cl)c(N)c2c1OCO2, [Na+], C1CCOC1, CN(C)C=O. Yields the product COc1cc2c(Nc3c(Cl)cc(C#CC(C)(C)OC)c4c3OCO4)ncnc2cc1OCCCN1CCOCC1. Reaction SMILES: [CH3:1][Si:2]([N-:3][Si:4]([CH3:5])([CH3:6])[CH3:7])([CH3:8])[CH3:9].[CH3:62][CH2:63][O:64][CH2:65][CH3:66].[Cl:16][c:17]1[n:18][cH:19][n:20][c:21]2[cH:22][c:23]([O:29][CH2:30][CH2:31][CH2:32][N:33]3[CH2:34][CH2:35][O:36][CH2:37][CH2:38]3)[c:24]([O:27][CH3:28])[cH:25][c:26]12.[Cl:39][c:40]1[c:41]([NH2:56])[c:42]2[c:43]([c:47]([C:49]#[C:50][C:51]([CH3:52])([CH3:53])[O:54][CH3:55])[cH:48]1)[O:44][CH2:45][O:46]2.[Na+:10].[O:11]1[CH2:12][CH2:13][CH2:14][CH2:15]1.[O:57]=[CH:58][N:59]([CH3:60])[CH3:61]>>[c:17]1([NH:56][c:41]2[c:40]([Cl:39])[cH:48][c:47]([C:49]#[C:50][C:51]([CH3:52])([CH3:53])[O:54][CH3:55])[c:43]3[c:42]2[O:46][CH2:45][O:44]3)[n:18][cH:19][n:20][c:21]2[cH:22][c:23]([O:29][CH2:30][CH2:31][CH2:32][N:33]3[CH2:34][CH2:35][O:36][CH2:37][CH2:38]3)[c:24]([O:27][CH3:28])[cH:25][c:26]12. Yields the product C(C1=CC=CC=C1)NC(=O)C1=CC=C(C=C1)C=1C(=CC(=CC1)C=1SC=C(N1)C1=CC(=C(C=C1)Cl)Cl)C(=O)O (4′-benzylcarbamoyl-4-[4-(3,4-dichloro-phenyl)-thiazol-2-yl]-biphenyl-2-carboxylic acid). Yield: 62.1%. As a reaction SMILES: C[O:2][C:3]([C:5]1[C:6]([C:24]2[CH:29]=[CH:28][C:27]([C:30](O)=[O:31])=[CH:26][CH:25]=2)=[CH:7][CH:8]=[C:9]([C:11]2[S:12][CH:13]=[C:14]([C:16]3[CH:21]=[CH:20][C:19]([Cl:22])=[C:18]([Cl:23])[CH:17]=3)[N:15]=2)[CH:10]=1)=[O:4].[CH2:33]([NH2:40])[C:34]1[CH:39]=[CH:38][CH:37]=[CH:36][CH:35]=1>>[CH2:33]([NH:40][C:30]([C:27]1[CH:28]=[CH:29][C:24]([C:6]2[C:5]([C:3]([OH:2])=[O:4])=[CH:10][C:9]([C:11]3[S:12][CH:13]=[C:14]([C:16]4[CH:21]=[CH:20][C:19]([Cl:22])=[C:18]([Cl:23])[CH:17]=4)[N:15]=3)=[CH:8][CH:7]=2)=[CH:25][CH:26]=1)=[O:31])[C:34]1[CH:39]=[CH:38][CH:37]=[CH:36][CH:35]=1. Procedure details: Using the conditions of General Procedure E for Amide Coupling in Parallel Mode, 4-[4-(3,4-dichloro-phenyl)-thiazol-2-yl]-biphenyl-2,4′-dicarboxylic acid 2-methyl ester (which may be prepared as described for Intermediate 8; 100 mg, 0.21 mmol) was reacted with benzylamine (available from Aldrich Chemical Company, Inc.; 66 mg, 0.62 mmol). The resulting ester was hydrolyzed and the acid was purified using HPLC Purification Conditions B to give 4′-benzylcarbamoyl-4-[4-(3,4-dichloro-phenyl)-thiazol-... Starting materials: Amide, C(C1=CC=CC=C1)N (benzylamine), ester, COC(=O)C=1C(=CC=C(C1)C=1SC=C(N1)C1=CC(=C(C=C1)Cl)Cl)C1=CC=C(C=C1)C(=O)O (4-[4-(3,4-dichloro-phenyl)-thiazol-2-yl]-biphenyl-2,4′-dicarboxylic acid 2-methyl ester), COC(=O)C=1C(=CC=C(C1)C=1SC=C(N1)C1=CC(=C(C=C1)Cl)Cl)C1=CC=C(C=C1)C(=O)O (4-[4-(3,4-dichloro-phenyl)-thiazol-2-yl]-biphenyl-2,4′-dicarboxylic acid 2-methyl ester).